Dataset: the Open Reaction Database (ORD), a public repository of structured organic reaction records. Task: describe an organic reaction: reactants, conditions, products, and yield Starting materials: N#Cc1ncccc1Cl, C1CCOC1, C[Si](C)(C)[N-][Si](C)(C)C, COc1ccc(CS)cc1, [Na+], CN(C)C=O, O. Yields the product COc1ccc(CSc2cccnc2C#N)cc1. As a reaction SMILES: [C:26](#[N:27])[c:28]1[n:29][cH:30][cH:31][cH:32][c:33]1[Cl:34].[CH2:21]1[O:22][CH2:23][CH2:24][CH2:25]1.[CH3:11][Si:12]([N-:13][Si:14]([CH3:15])([CH3:16])[CH3:17])([CH3:18])[CH3:19].[CH3:1][O:2][c:3]1[cH:4][cH:5][c:6]([CH2:9][SH:10])[cH:7][cH:8]1.[Na+:20].[O:35]=[CH:36][N:37]([CH3:38])[CH3:39].[OH2:40]>>[CH3:1][O:2][c:3]1[cH:4][cH:5][c:6]([CH2:9][S:10][c:33]2[c:28]([C:26]#[N:27])[n:29][cH:30][cH:31][cH:32]2)[cH:7][cH:8]1. Starting materials: N#CC(C(=O)Nc1ccccc1)C(=O)c1nn(-c2ccccc2)c2c1CSc1ccc(C(=O)O)cc1-2, O=C([O-])[O-], CI, CO, CN(C)C=O, ClCCl, [K+], [K+], O. Yields the product COC(=O)c1ccc2c(c1)-c1c(c(C(=O)C(C#N)C(=O)Nc3ccccc3)nn1-c1ccccc1)CS2. As a reaction SMILES: [C:1](=[O:2])([OH:3])[c:4]1[cH:5][cH:6][c:7]2[c:8]([cH:9]1)-[c:10]1[n:11](-[c:31]3[cH:32][cH:33][cH:34][cH:35][cH:36]3)[n:12][c:13]([C:17]([CH:18]([C:19](=[O:20])[NH:21][c:22]3[cH:23][cH:24][cH:25][cH:26][cH:27]3)[C:28]#[N:29])=[O:30])[c:14]1[CH2:15][S:16]2.[C:39](=[O:40])([O-:41])[O-:42].[CH3:37][I:38].[CH3:48][OH:49].[CH3:50][N:51]([CH3:52])[CH:53]=[O:54].[Cl:45][CH2:46][Cl:47].[K+:43].[K+:44].[OH2:55]>>[C:1](=[O:2])([O:3][CH3:39])[c:4]1[cH:5][cH:6][c:7]2[c:8]([cH:9]1)-[c:10]1[n:11](-[c:31]3[cH:32][cH:33][cH:34][cH:35][cH:36]3)[n:12][c:13]([C:17]([CH:18]([C:19](=[O:20])[NH:21][c:22]3[cH:23][cH:24][cH:25][cH:26][cH:27]3)[C:28]#[N:29])=[O:30])[c:14]1[CH2:15][S:16]2. Starting materials: C1CCOC1, CI, [H-], [Na+], CCOC(=O)Cc1ccncc1. Yields the product CCOC(=O)C(C)c1ccncc1. RXN SMILES: [CH2:17]1[O:18][CH2:19][CH2:20][CH2:21]1.[CH3:15][I:16].[H-:13].[Na+:14].[n:1]1[cH:2][cH:3][c:4]([CH2:7][C:8](=[O:9])[O:10][CH2:11][CH3:12])[cH:5][cH:6]1>>[n:1]1[cH:2][cH:3][c:4]([CH:7]([C:8](=[O:9])[O:10][CH2:11][CH3:12])[CH3:15])[cH:5][cH:6]1.